Dataset: the Open Reaction Database (ORD), a public repository of structured organic reaction records. Task: describe an organic reaction: reactants, conditions, products, and yield Reactants: O=C1CCC(=O)N1Br, ClC(Cl)(Cl)Cl, Cc1ccc2cc(-c3ccccc3C#N)ccc2c1. The product is N#Cc1ccccc1-c1ccc2cc(CBr)ccc2c1. RXN SMILES: [Br:20][N:21]1[C:22](=[O:23])[CH2:24][CH2:25][C:26]1=[O:27].[C:28]([Cl:29])([Cl:30])([Cl:31])[Cl:32].[CH3:1][c:2]1[cH:3][c:4]2[cH:5][cH:6][c:7](-[c:12]3[c:13]([C:18]#[N:19])[cH:14][cH:15][cH:16][cH:17]3)[cH:8][c:9]2[cH:10][cH:11]1>>[CH2:1]([c:2]1[cH:3][c:4]2[cH:5][cH:6][c:7](-[c:12]3[c:13]([C:18]#[N:19])[cH:14][cH:15][cH:16][cH:17]3)[cH:8][c:9]2[cH:10][cH:11]1)[Br:20]. Reactants: C1C2N(CCN1)CCC2 (1,2,3,4,6,7,8,8a-Octahydropyrrolo[1,2-a]pyrazine), ClC=1N=CC(=NC1)C(=O)NC=1NN=C(C1)CCC1=CC(=CC(=C1)OC)OC (5-chloro-N-[5-[2-(3,5-dimethoxyphenyl)ethyl]-2H-pyrazol-3-yl]pyrazine-2-carboxamide). The solvent is CS(=O)C (dimethylsulfoxide). Run at temperature 100 celsius, time 18 hour. The product is C1N(CCN2C1CCC2)C=2N=CC(=NC2)C(=O)NC=2NN=C(C2)CCC2=CC(=CC(=C2)OC)OC (5-(3,4,6,7,8,8a-hexahydro-1H-pyrrolo[2,1-c]pyrazin-2-yl)-N-[5-[2-(3,5-dimethoxyphenyl)ethyl]-2H-pyrazol-3-yl]pyrazine-2-carboxamide). RXN SMILES: [CH2:1]1[NH:6][CH2:5][CH2:4][N:3]2[CH2:7][CH2:8][CH2:9][CH:2]12.Cl[C:11]1[N:12]=[CH:13][C:14]([C:17]([NH:19][C:20]2[NH:21][N:22]=[C:23]([CH2:25][CH2:26][C:27]3[CH:32]=[C:31]([O:33][CH3:34])[CH:30]=[C:29]([O:35][CH3:36])[CH:28]=3)[CH:24]=2)=[O:18])=[N:15][CH:16]=1>CS(C)=O>[CH2:1]1[CH:2]2[CH2:9][CH2:8][CH2:7][N:3]2[CH2:4][CH2:5][N:6]1[C:11]1[N:12]=[CH:13][C:14]([C:17]([NH:19][C:20]2[NH:21][N:22]=[C:23]([CH2:25][CH2:26][C:27]3[CH:32]=[C:31]([O:33][CH3:34])[CH:30]=[C:29]([O:35][CH3:36])[CH:28]=3)[CH:24]=2)=[O:18])=[N:15][CH:16]=1. Procedure details: 1,2,3,4,6,7,8,8a-Octahydropyrrolo[1,2-a]pyrazine (429 mg, 3.40 mmol) was added in one portion to 5-chloro-N-[5-[2-(3,5-dimethoxyphenyl)ethyl]-2H-pyrazol-3-yl]pyrazine-2-carboxamide (659 mg, 1.70 mmol) in anhydrous dimethylsulfoxide (1.70 ml) at 25° C. The resulting solution was stirred at 100° C. for 18 h. The crude product was purified by ion exchange chromatography, using a SCX column. The desired product was eluted from the column using 7M NH3/MeOH to afford impure material. The concentrated ...